From a dataset of the Open Reaction Database (ORD), a public repository of structured organic reaction records. describe an organic reaction: reactants, conditions, products, and yield Reactants: C(=O)NCC=1SC=C(N1)NC(=O)OC (2-(formylamino)methyl-4-methoxycarbonylaminothiazole), P(=O)(Cl)(Cl)Cl (phosphorus oxychloride). The solvent is C1(=CC=CC=C1)C (toluene). Conditions: temperature 100 celsius, time 45 minute. Yields the product COC(=O)NC=1N2C(SC1)=CN=C2 (3-methoxycarbonylaminoimidazo[5,1-b]thiazole). Yield: 81.4%. Reaction SMILES: P(Cl)(Cl)(Cl)=O.[CH:6]([NH:8][CH2:9][C:10]1[S:11][CH:12]=[C:13]([NH:15][C:16]([O:18][CH3:19])=[O:17])[N:14]=1)=O>C1(C)C=CC=CC=1>[CH3:19][O:18][C:16]([NH:15][C:13]1[N:14]2[CH:6]=[N:8][CH:9]=[C:10]2[S:11][CH:12]=1)=[O:17]. Reported procedure: A 1.17 ml portion of phosphorus oxychloride was added to a suspension formed by adding 2.8 ml of dry toluene to 560 mg of 2-(formylamino)methyl-4-methoxycarbonylaminothiazole, and the mixture was then stirred at an oil temperature of 100° C. for 45 minutes. Then, the solvent was evaporated under reduced pressure, and 30 ml of dichloromethane and 10 ml of a 15% aqueous potassium carbonate solution were then added to the resulting residue to adjust the solution to pH 9.5. The organic layer was sep...